Dataset: the Open Reaction Database (ORD), a public repository of structured organic reaction records. Task: describe an organic reaction: reactants, conditions, products, and yield The reactants are FC(C(=O)C=1C=C2C=NN(C2=CC1)C1=CC=C(C=C1)F)(F)F (2,2,2-trifluoro-1-[1-(4-fluorophenyl)-1H-indazol-5-yl]ethanone), [Li]CCCC (n-BuLi), C(C=C)N1C=C(C=2N=CN=C(C21)Cl)Br (5-allyl-7-bromo-4-chloro-5H-pyrrolo[3,2-d]pyrimidine). Solvent: C1CCOC1 (THF), [Cl-].[Na+].O (brine), C1CCOC1 (THF), O (water). Reaction conditions: time 5 minute. Product: C(C=C)N1C=C(C=2N=CN=C(C21)Cl)C(C(F)(F)F)(O)C=2C=C1C=NN(C1=CC2)C2=CC=C(C=C2)F (1-(5-Allyl-4-chloro-5H-pyrrolo[3,2-d]pyrimidin-7-yl)-2,2,2-trifluoro-1-[1-(4-fluorophenyl)-1H-indazol-5-yl]ethanol). The yield is 23.2%. Reaction SMILES: [CH2:1]([N:4]1[C:12]2[C:11]([Cl:13])=[N:10][CH:9]=[N:8][C:7]=2[C:6](Br)=[CH:5]1)[CH:2]=[CH2:3].[Li]CCCC.[F:20][C:21]([F:41])([F:40])[C:22]([C:24]1[CH:25]=[C:26]2[C:30](=[CH:31][CH:32]=1)[N:29]([C:33]1[CH:38]=[CH:37][C:36]([F:39])=[CH:35][CH:34]=1)[N:28]=[CH:27]2)=[O:23]>C1COCC1.O.[Cl-].[Na+].O>[CH2:1]([N:4]1[C:12]2[C:11]([Cl:13])=[N:10][CH:9]=[N:8][C:7]=2[C:6]([C:22]([C:24]2[CH:25]=[C:26]3[C:30](=[CH:31][CH:32]=2)[N:29]([C:33]2[CH:38]=[CH:37][C:36]([F:39])=[CH:35][CH:34]=2)[N:28]=[CH:27]3)([OH:23])[C:21]([F:40])([F:20])[F:41])=[CH:5]1)[CH:2]=[CH2:3] |f:5.6.7|. Procedure: To a chilled (−78° C.) solution of 5-allyl-7-bromo-4-chloro-5H-pyrrolo[3,2-d]pyrimidine (570 mg, 2.1 mmol) in 10 mL of THF was added n-BuLi (2.5 M in THF, 1.5 mL, 2.5 mmol) dropwise. After 5 minutes, a chilled (−78° C.) solution of 2,2,2-trifluoro-1-[1-(4-fluorophenyl)-1H-indazol-5-yl]ethanone (708 mg, 2.3 mmol) in 3 mL of THF was added in one portion. After 15 minutes, the mixture was diluted with water and warmed to room temperature, diluted with brine, and extracted with EtOAc. The combined o...